Dataset: the Open Reaction Database (ORD), a public repository of structured organic reaction records. Task: describe an organic reaction: reactants, conditions, products, and yield The reactants are COCC(O)CN(Cc1ccccc1)C(C)CCl, CN(C)C=O, [H-], [Na+]. The product is COCC1CN(Cc2ccccc2)C(C)CO1. Reaction SMILES: [CH2:1]([c:2]1[cH:3][cH:4][cH:5][cH:6][cH:7]1)[N:8]([CH:9]([CH2:10][Cl:11])[CH3:12])[CH2:13][CH:14]([CH2:15][O:16][CH3:17])[OH:18].[CH3:21][N:22]([CH3:23])[CH:24]=[O:25].[H-:19].[Na+:20]>>[CH2:1]([c:2]1[cH:3][cH:4][cH:5][cH:6][cH:7]1)[N:8]1[CH:9]([CH3:12])[CH2:10][O:18][CH:14]([CH2:15][O:16][CH3:17])[CH2:13]1.